From a dataset of the Open Reaction Database (ORD), a public repository of structured organic reaction records. describe an organic reaction: reactants, conditions, products, and yield Reactants: COC(=O)C1=C(C=CC=C1)NC1=CC(=NC=2N1N=CC2)C (7-(2-methoxycarbonylphenyl)amino-5-methylpyrazolo[1,5-a]pyrimidine), [OH-].[Na+] (sodium hydroxide). The solvent is C(C)O (ethanol). Conditions: temperature 100 celsius, time 1 hour. Product: C(=O)(O)C1=C(C=CC=C1)NC1=CC(=NC=2N1N=CC2)C (7-(2-carboxyphenyl)amino-5-methylpyrazolo[1,5-a]pyrimidine). Isolated yield 102.1%. Reaction SMILES: C[O:2][C:3]([C:5]1[CH:10]=[CH:9][CH:8]=[CH:7][C:6]=1[NH:11][C:12]1[N:17]2[N:18]=[CH:19][CH:20]=[C:16]2[N:15]=[C:14]([CH3:21])[CH:13]=1)=[O:4].[OH-].[Na+]>C(O)C>[C:3]([C:5]1[CH:10]=[CH:9][CH:8]=[CH:7][C:6]=1[NH:11][C:12]1[N:17]2[N:18]=[CH:19][CH:20]=[C:16]2[N:15]=[C:14]([CH3:21])[CH:13]=1)([OH:4])=[O:2] |f:1.2|. Procedure details: To a solution of 7-(2-methoxycarbonylphenyl)amino-5-methylpyrazolo[1,5-a]pyrimidine (1.0 g) prepared in Example 3 in ethanol (20 ml) is added a 5% sodium hydroxide solution (30 ml), and the mixture is heated with stirring at 100° C. for one hour. After cooling, the mixture is evaporated to remove ethanol, and the residue is neutralized with a 10% hydrochloric acid, and further the pH value of the mixture is adjusted to pH 4 with a saturated aqueous citric acid solution. The precipitated crystal ... Reactants: C(CCC)[Li] (n-Butyl lithium), C(C1=CC=CC=C1)OC1=C(C=C(C(=C1)OCC1=CC=CC=C1)Br)C1=C(C(=NO1)C)C1=CC=C(C=C1)OC (5-(2,4-bis-benzyloxy-5-bromo-phenyl)-4-(4-methoxy-phenyl)-3-methyl-isoxazole), ClC(=O)OC (methyl chloroformate). Solvent: O1CCCC1 (tetrahydrofuran). Run at temperature -70 celsius, time 30 minute. Product: COC(C1=C(C=C(C(=C1)C1=C(C(=NO1)C)C1=CC=C(C=C1)OC)OCC1=CC=CC=C1)OCC1=CC=CC=C1)=O (2,4-Bis-benzyloxy-5-[4-(4-methoxy-phenyl)-3-methyl-isoxazol-5-yl]-benzoic acid methyl ester). RXN SMILES: C([Li])CCC.[CH2:6]([O:13][C:14]1[CH:19]=[C:18]([O:20][CH2:21][C:22]2[CH:27]=[CH:26][CH:25]=[CH:24][CH:23]=2)[C:17](Br)=[CH:16][C:15]=1[C:29]1[O:33][N:32]=[C:31]([CH3:34])[C:30]=1[C:35]1[CH:40]=[CH:39][C:38]([O:41][CH3:42])=[CH:37][CH:36]=1)[C:7]1[CH:12]=[CH:11][CH:10]=[CH:9][CH:8]=1.Cl[C:44]([O:46][CH3:47])=[O:45]>O1CCCC1>[CH3:47][O:46][C:44](=[O:45])[C:17]1[CH:16]=[C:15]([C:29]2[O:33][N:32]=[C:31]([CH3:34])[C:30]=2[C:35]2[CH:40]=[CH:39][C:38]([O:41][CH3:42])=[CH:37][CH:36]=2)[C:14]([O:13][CH2:6][C:7]2[CH:12]=[CH:11][CH:10]=[CH:9][CH:8]=2)=[CH:19][C:18]=1[O:20][CH2:21][C:22]1[CH:27]=[CH:26][CH:25]=[CH:24][CH:23]=1. Procedure details: n-Butyl lithium (1001 μl) was added to a solution of 5-(2,4-bis-benzyloxy-5-bromo-phenyl)-4-(4-methoxy-phenyl)-3-methyl-isoxazole (154 mg, 0.28 mmol) in tetrahydrofuran (2.5 ml) under a nitrogen atmosphere at −78° C. Solution stirred at −70° C. for 30 minutes to give an orange solution. The ion was quenched with methyl chloroformate (100 μl, 3 eq) and allowed to warm to room temperature for 30 minutes. The solution was quenched with saturated aqueous ammonium chloride (5 ml). The mixture was ext... The reactants are O=C(O)C(F)(F)F, C=CC1(O)CCN(C(=O)OC(C)(C)C)C1C. Product: C=CC1(O)CCNC1C. RXN SMILES: [OH:17][C:18]([C:19]([F:20])([F:21])[F:22])=[O:23].[OH:1][C:2]1([CH:15]=[CH2:16])[CH:3]([CH3:14])[N:4]([C:7]([O:8][C:9]([CH3:10])([CH3:11])[CH3:12])=[O:13])[CH2:5][CH2:6]1>>[OH:1][C:2]1([CH:15]=[CH2:16])[CH:3]([CH3:14])[NH:4][CH2:5][CH2:6]1. The reactants are ClC=1C=C(OC2CN(C2)C(=O)Cl)C=CC1Cl (3-(3,4-dichlorophenoxy)-1-azetidinecarbonyl chloride), CN (methylamine). The solvent is ice water, O1CCCC1 (tetrahydrofuran). Reaction conditions: time 18 hour. The product is ClC=1C=C(OC2CN(C2)C(=O)NC)C=CC1Cl (3-(3,4-Dichlorophenoxy)-N-methyl-1-azetidinecarboxamide). Reaction SMILES: [Cl:1][C:2]1[CH:3]=[C:4]([CH:13]=[CH:14][C:15]=1[Cl:16])[O:5][CH:6]1[CH2:9][N:8]([C:10](Cl)=[O:11])[CH2:7]1.[CH3:17][NH2:18]>O1CCCC1>[Cl:1][C:2]1[CH:3]=[C:4]([CH:13]=[CH:14][C:15]=1[Cl:16])[O:5][CH:6]1[CH2:9][N:8]([C:10]([NH:18][CH3:17])=[O:11])[CH2:7]1. Procedure details: A solution of 5.6 g (0.02 mole) of 3-(3,4-dichlorophenoxy)-1-azetidinecarbonyl chloride in 20 ml of tetrahydrofuran was stirred while 5 ml (0.06 mole) of 40% aqueous methylamine was added slowly, stirring was continued for 18 hr. The reaction mixture was diluted with 200 ml of ice water, and the solid which formed was collected by filtration, 6.9 g. The crude wet solid was recrystallized from ethanol/water to yield 3.65 g (66.3%) of greenish-gray plate-like crystals, m.p. 158°-159° C. The reactants are FC(C=1C=C(C(=O)N2C(COC3=C2C=CC=C3)CCO)C=CC1)(F)F ((±)-4-[3-(trifluoromethyl)benzoyl]-3,4-dihydro-2H-1,4-benzoxazine-3-ethanol), S(=O)(Cl)Cl (thionyl chloride). Solvent: ClCCl (dichloromethane). Conditions: time 6 hour. Yields the product ClCCC1COC2=C(N1C(C1=CC(=CC=C1)C(F)(F)F)=O)C=CC=C2 ((±)-3-(2-Chloroethyl)-4-[3-(trifluoromethyl)benzoyl]-3,4-dihydro-2H-1,4-benzoxazine). RXN SMILES: [F:1][C:2]([F:25])([F:24])[C:3]1[CH:4]=[C:5]([CH:21]=[CH:22][CH:23]=1)[C:6]([N:8]1[C:13]2[CH:14]=[CH:15][CH:16]=[CH:17][C:12]=2[O:11][CH2:10][CH:9]1[CH2:18][CH2:19]O)=[O:7].S(Cl)([Cl:28])=O>ClCCl>[Cl:28][CH2:19][CH2:18][CH:9]1[N:8]([C:6](=[O:7])[C:5]2[CH:21]=[CH:22][CH:23]=[C:3]([C:2]([F:25])([F:24])[F:1])[CH:4]=2)[C:13]2[CH:14]=[CH:15][CH:16]=[CH:17][C:12]=2[O:11][CH2:10]1. Procedure details: To 21.93 g of (±)-4-[3-(trifluoromethyl)benzoyl]-3,4-dihydro-2H-1,4-benzoxazine-3-ethanol dissolved in 280 ml of dichloromethane are added 18 ml (0.248 mol) of thionyl chloride and the mixture is stirred at room temperature for 6 h. Product: O=C1C(CC2=CC(=CC(=C12)Cl)OCC(=O)O)(Cl)C ((1-oxo-2-methyl-2,7-dichloro-5-indanyloxy)acetic acid). Solvent: C(C)(=O)O (acetic acid). As a reaction SMILES: [O:1]=[C:2]1[C:10]2[C:5](=[CH:6][C:7]([O:12][CH2:13][C:14]([OH:16])=[O:15])=[CH:8][C:9]=2[Cl:11])[CH2:4][CH:3]1[CH3:17].[Cl:18]Cl>Cl.C(O)(=O)C>[O:1]=[C:2]1[C:10]2[C:5](=[CH:6][C:7]([O:12][CH2:13][C:14]([OH:16])=[O:15])=[CH:8][C:9]=2[Cl:11])[CH2:4][C:3]1([CH3:17])[Cl:18]. The reagents and catalysts are Cl (hydrochloric acid). The reactants are O=C1C(CC2=CC(=CC(=C12)Cl)OCC(=O)O)C ((1-oxo-2-methyl-7-chloro-5-indanyloxy)acetic acid), ClCl (chlorine). Procedure details: By following substantially the procedure described in Example 12, Step B, using as the reactants (1-oxo-2-methyl-7-chloro-5-indanyloxy)acetic acid (2.55 g., 0.01 mole), chlorine (710 mg., 0.01 mole), glacial acetic acid (50 ml.) and concentrated hydrochloric acid (1 drop) there is obtained (1-oxo-2-methyl-2,7-dichloro-5-indanyloxy)acetic acid. As a reaction SMILES: [CH3:17][c:18]1[c:19]([CH2:23][S:24][CH2:25][CH2:26][NH2:27])[n:20][cH:21][nH:22]1.[CH3:1][S:2][c:3]1[n:4][n:5][c:6]([CH2:10][c:11]2[cH:12][n:13][cH:14][cH:15][cH:16]2)[c:7](=[O:9])[nH:8]1.[CH3:28][OH:29]>>[c:3]1([NH:27][CH2:26][CH2:25][S:24][CH2:23][c:19]2[c:18]([CH3:17])[nH:22][cH:21][n:20]2)[n:4][n:5][c:6]([CH2:10][c:11]2[cH:12][n:13][cH:14][cH:15][cH:16]2)[c:7](=[O:9])[nH:8]1. Yields the product Cc1[nH]cnc1CSCCNc1nnc(Cc2cccnc2)c(=O)[nH]1. Reactants: Cc1[nH]cnc1CSCCN, CSc1nnc(Cc2cccnc2)c(=O)[nH]1, CO. The reactants are O=C([O-])[O-], CNc1ccccc1, CC(C)=O, CC(C)(C)c1cc(OC(=S)Cl)ccc1Cl, [K+], [K+]. Yields the product CN(C(=S)Oc1ccc(Cl)c(C(C)(C)C)c1)c1ccccc1. RXN SMILES: [C:9](=[O:10])([O-:11])[O-:12].[CH3:1][NH:2][c:3]1[cH:4][cH:5][cH:6][cH:7][cH:8]1.[CH3:30][C:31](=[O:32])[CH3:33].[Cl:15][C:16](=[S:17])[O:18][c:19]1[cH:20][c:21]([C:26]([CH3:27])([CH3:28])[CH3:29])[c:22]([Cl:25])[cH:23][cH:24]1.[K+:13].[K+:14]>>[CH3:1][N:2]([c:3]1[cH:4][cH:5][cH:6][cH:7][cH:8]1)[C:16](=[S:17])[O:18][c:19]1[cH:20][c:21]([C:26]([CH3:27])([CH3:28])[CH3:29])[c:22]([Cl:25])[cH:23][cH:24]1. The reactants are C(=O)C1=C(C=CC=C1)CC(=O)O (o-formylphenylacetic acid), CNN (N-methylhydrazine), imine. Run in CCO (EtOH). Yields the product CN1N=CC2=C(CC1=O)C=CC=C2 (4,5-dihydro-3-methyl-3H-2,3-benzodiazepin-4-one). Yield: 50.0%. As a reaction SMILES: [CH:1]([C:3]1[CH:8]=[CH:7][CH:6]=[CH:5][C:4]=1[CH2:9][C:10]([OH:12])=O)=O.[CH3:13][NH:14][NH2:15]>CCO>[CH3:13][N:14]1[C:10](=[O:12])[CH2:9][C:4]2[CH:5]=[CH:6][CH:7]=[CH:8][C:3]=2[CH:1]=[N:15]1. Reported procedure: To a solution of o-formylphenylacetic acid (10 g, 61 mmol) (Bleasdale et al., J. Chem. Soc. Perkin Trans. I 1991, 1683) in 60 mL of EtOH was added N-methylhydrazine (4.2 g, 91 mmol) and refluxed for 1 h. The reaction mixture cooled, solvent removed and transferred the crude reaction mixture to a vaccum sublimation apparatus. The imine was heated at 140° C. under high vaccum for 1 h and collected the cyclized product by extracting with hot 20% ethyl acetate in hexane (Nagarajan et al., J. Med. Ch... The reactants are CC(C)(C)c1c(Cl)c(CO[SiH](c2ccccc2)c2ccccc2)cc(-n2cccc2C#N)c1Cl, ClC(Cl)(Cl)Cl, CC(C)(C)OCl, O, O[Si](O)(O)O. Yields the product CC(C)(C)c1c(Cl)c(CO[SiH](c2ccccc2)c2ccccc2)cc(-n2cc(Cl)cc2C#N)c1Cl. RXN SMILES: [C:1]([CH3:2])([CH3:3])([CH3:4])[c:5]1[c:6]([Cl:34])[c:7](-[n:27]2[c:28]([C:32]#[N:33])[cH:29][cH:30][cH:31]2)[cH:8][c:9]([CH2:12][O:13][SiH:14]([c:15]2[cH:16][cH:17][cH:18][cH:19][cH:20]2)[c:21]2[cH:22][cH:23][cH:24][cH:25][cH:26]2)[c:10]1[Cl:11].[C:46]([Cl:47])([Cl:48])([Cl:49])[Cl:50].[Cl:40][O:41][C:42]([CH3:43])([CH3:44])[CH3:45].[OH2:51].[OH:35][Si:36]([OH:37])([OH:38])[OH:39]>>[C:1]([CH3:2])([CH3:3])([CH3:4])[c:5]1[c:6]([Cl:34])[c:7](-[n:27]2[c:28]([C:32]#[N:33])[cH:29][c:30]([Cl:40])[cH:31]2)[cH:8][c:9]([CH2:12][O:13][SiH:14]([c:15]2[cH:16][cH:17][cH:18][cH:19][cH:20]2)[c:21]2[cH:22][cH:23][cH:24][cH:25][cH:26]2)[c:10]1[Cl:11].